This data is from the Open Reaction Database (ORD), a public repository of structured organic reaction records. The task is: describe an organic reaction: reactants, conditions, products, and yield RXN SMILES: [CH3:1][O:2][c:3]1[cH:4][c:5]([C:6](=[O:7])[N:8]2[CH:9]([CH3:19])[CH2:10][CH:11]([OH:18])[c:12]3[cH:13][cH:14][cH:15][cH:16][c:17]32)[cH:20][cH:21][c:22]1[O:23][CH3:24].[CH3:25][c:26]1[cH:27][c:28]2[c:33]([cH:34][cH:35]1)[NH:32][CH2:31][CH2:30][CH2:29]2>>[CH3:1][O:2][c:3]1[cH:4][c:5]([C:6](=[O:7])[N:8]2[CH:9]([CH3:19])[CH2:10][CH:11]([N:32]3[CH2:31][CH2:30][CH2:29][c:28]4[cH:27][c:26]([CH3:25])[cH:35][cH:34][c:33]43)[c:12]3[cH:13][cH:14][cH:15][cH:16][c:17]32)[cH:20][cH:21][c:22]1[O:23][CH3:24]. Yields the product COc1ccc(C(=O)N2c3ccccc3C(N3CCCc4cc(C)ccc43)CC2C)cc1OC. The reactants are COc1ccc(C(=O)N2c3ccccc3C(O)CC2C)cc1OC, Cc1ccc2c(c1)CCCN2. Reactants: ClCCl, CC(=O)NCC1CN(c2ccc(N3CCN(S(C)(=O)=O)CC3)c(F)c2)C(=O)O1, O=C(OC(=O)C(F)(F)F)C(F)(F)F, OO. The product is CC(=O)[NH+]([O-])CC1CN(c2ccc(N3CCN(S(C)(=O)=O)CC3)c(F)c2)C(=O)O1. RXN SMILES: [CH2:44]([Cl:45])[Cl:46].[F:16][c:17]1[cH:18][c:19]([N:33]2[C:34](=[O:43])[O:35][CH:36]([CH2:38][NH:39][C:40]([CH3:41])=[O:42])[CH2:37]2)[cH:20][cH:21][c:22]1[N:23]1[CH2:24][CH2:25][N:26]([S:29](=[O:30])(=[O:31])[CH3:32])[CH2:27][CH2:28]1.[F:3][C:4]([F:5])([F:7])[C:8](=[O:6])[O:9][C:10](=[O:11])[C:12]([F:13])([F:14])[F:15].[OH:1][OH:2]>>[O-:6][NH+:39]([CH2:38][CH:36]1[O:35][C:34](=[O:43])[N:33]([c:19]2[cH:18][c:17]([F:16])[c:22]([N:23]3[CH2:24][CH2:25][N:26]([S:29](=[O:30])(=[O:31])[CH3:32])[CH2:27][CH2:28]3)[cH:21][cH:20]2)[CH2:37]1)[C:40]([CH3:41])=[O:42]. The product is COc1ccc(C)cc1C1(O)C(=O)Nc2ccc([N+](=O)[O-])cc21. Reactants: COc1ccc(C)cc1Br, O=C1Nc2ccc([N+](=O)[O-])cc2C1=O. RXN SMILES: [Br:1][c:2]1[c:3]([O:9][CH3:10])[cH:4][cH:5][c:6]([CH3:8])[cH:7]1.[N+:11](=[O:12])([O-:13])[c:14]1[cH:15][c:16]2[c:20]([cH:21][cH:22]1)[NH:19][C:18](=[O:23])[C:17]2=[O:24]>>[c:2]1([C:17]2([OH:24])[c:16]3[cH:15][c:14]([N+:11](=[O:12])[O-:13])[cH:22][cH:21][c:20]3[NH:19][C:18]2=[O:23])[c:3]([O:9][CH3:10])[cH:4][cH:5][c:6]([CH3:8])[cH:7]1. The reactants are Cc1ccsc1NCc1cccc([N+](=O)[O-])c1, C, O=S(=O)(Cl)Cl. Yields the product Cc1ccsc1N(Cc1cccc([N+](=O)[O-])c1)S(C)(=O)=O. RXN SMILES: [CH3:1][c:2]1[c:3]([NH:7][CH2:8][c:9]2[cH:10][c:11]([N+:15](=[O:16])[O-:17])[cH:12][cH:13][cH:14]2)[s:4][cH:5][cH:6]1.[CH4:23].[S:18](=[O:19])(=[O:20])([Cl:21])[Cl:22]>>[CH3:1][c:2]1[c:3]([N:7]([CH2:8][c:9]2[cH:10][c:11]([N+:15](=[O:16])[O-:17])[cH:12][cH:13][cH:14]2)[S:18](=[O:19])(=[O:20])[CH3:23])[s:4][cH:5][cH:6]1. Reactants: CC(C)(C)OC(=O)N1CCC(Nc2c([N+](=O)[O-])cnc3c2ccn3S(=O)(=O)c2ccccc2)C(F)C1, CCOC(C)=O. The product is CC(C)(C)OC(=O)N1CCC(Nc2c(N)cnc3c2ccn3S(=O)(=O)c2ccccc2)C(F)C1. As a reaction SMILES: [C:1]([CH3:2])([CH3:3])([CH3:4])[O:5][C:6](=[O:7])[N:8]1[CH2:9][CH:10]([F:36])[CH:11]([NH:14][c:15]2[c:16]3[c:17]([n:18][cH:19][c:20]2[N+:21]([O-:22])=[O:23])[n:24]([S:27](=[O:28])(=[O:29])[c:30]2[cH:31][cH:32][cH:33][cH:34][cH:35]2)[cH:25][cH:26]3)[CH2:12][CH2:13]1.[CH3:37][CH2:38][O:39][C:40](=[O:41])[CH3:42]>>[C:1]([CH3:2])([CH3:3])([CH3:4])[O:5][C:6](=[O:7])[N:8]1[CH2:9][CH:10]([F:36])[CH:11]([NH:14][c:15]2[c:16]3[c:17]([n:18][cH:19][c:20]2[NH2:21])[n:24]([S:27](=[O:28])(=[O:29])[c:30]2[cH:31][cH:32][cH:33][cH:34][cH:35]2)[cH:25][cH:26]3)[CH2:12][CH2:13]1. The reactants are CC(C)c1cc(C(=O)N2Cc3ccc(O)cc3C2)c(OCc2ccccc2)cc1OCc1ccccc1, CCOC(C)=O, COCCCl, [K+], [K+], O=C([O-])[O-], CN(C)C=O. Yields the product COCCOc1ccc2c(c1)CN(C(=O)c1cc(C(C)C)c(OCc3ccccc3)cc1OCc1ccccc1)C2. Reaction SMILES: [CH2:1]([c:2]1[cH:3][cH:4][cH:5][cH:6][cH:7]1)[O:8][c:9]1[c:10]([C:26](=[O:27])[N:28]2[CH2:29][c:30]3[cH:31][cH:32][c:33]([OH:37])[cH:34][c:35]3[CH2:36]2)[cH:11][c:12]([CH:23]([CH3:24])[CH3:25])[c:13]([O:15][CH2:16][c:17]2[cH:18][cH:19][cH:20][cH:21][cH:22]2)[cH:14]1.[CH3:54][CH2:55][O:56][C:57]([CH3:58])=[O:59].[Cl:38][CH2:39][CH2:40][O:41][CH3:42].[K+:43].[K+:44].[O-:45][C:46]([O-:47])=[O:48].[O:49]=[CH:50][N:51]([CH3:52])[CH3:53]>>[CH2:1]([c:2]1[cH:3][cH:4][cH:5][cH:6][cH:7]1)[O:8][c:9]1[c:10]([C:26](=[O:27])[N:28]2[CH2:29][c:30]3[cH:31][cH:32][c:33]([O:37][CH2:39][CH2:40][O:41][CH3:42])[cH:34][c:35]3[CH2:36]2)[cH:11][c:12]([CH:23]([CH3:24])[CH3:25])[c:13]([O:15][CH2:16][c:17]2[cH:18][cH:19][cH:20][cH:21][cH:22]2)[cH:14]1. Starting materials: C(C1=CC=CC=C1)OC(CCl)CCl (2-benzyloxy-1,3-dichloro-propane), C(C)N (monoethylamine). The solvent is O (water). Reaction conditions: temperature 90 celsius. The product is C(C1=CC=CC=C1)OC1CN(C1)CC (3-benzyloxy-1-ethylazetidine). Isolated yield 61.0%. As a reaction SMILES: [CH2:1]([O:8][CH:9]([CH2:12]Cl)[CH2:10]Cl)[C:2]1[CH:7]=[CH:6][CH:5]=[CH:4][CH:3]=1.[CH2:14]([NH2:16])[CH3:15]>O>[CH2:1]([O:8][CH:9]1[CH2:12][N:16]([CH2:14][CH3:15])[CH2:10]1)[C:2]1[CH:7]=[CH:6][CH:5]=[CH:4][CH:3]=1. Procedure details: 21.9 parts of 2-benzyloxy-1,3-dichloro-propane, 45.1 parts of monoethylamine and 45.1 parts of water were added to an autoclave and the mixture was heated at 90° C. for 48 hours with agitation. The reaction mixture was cooled and treated in the same manner as in Example 29, followed by distillation under reduced pressure. As a result, 11.6 parts of 3-benzyloxy-1-ethylazetidine boiling at 73°-74° C. under 2 mm Hg were obtained. The yield was 61%. The results of infra-red spectrum analysis and nuc... Reactants: CC(CC)OC1=CC=C(OCCO)C=C1 (2-[4-(1-methylpropoxy)phenoxy]ethanol), [H-].[Na+] (sodium hydride), FC1=NC(=CC=C1)F (2,6-difluoropyridine). Solvent: C1CCOC1 (THF), CN(C)P(=O)(N(C)C)N(C)C (HMPA), C1CCOC1 (THF). Conditions: time 2 hour. The product is FC1=CC=CC(=N1)OCCOC1=CC=C(C=C1)OC(CC)C (6-fluoro-2-{2-[4-(1-methylpropoxy)phenoxy]ethoxy}pyridine). RXN SMILES: [H-].[Na+].[CH3:3][CH:4]([O:7][C:8]1[CH:17]=[CH:16][C:11]([O:12][CH2:13][CH2:14][OH:15])=[CH:10][CH:9]=1)[CH2:5][CH3:6].[F:18][C:19]1[CH:24]=[CH:23][CH:22]=[C:21](F)[N:20]=1>C1COCC1.CN(P(N(C)C)(N(C)C)=O)C>[F:18][C:19]1[N:20]=[C:21]([O:15][CH2:14][CH2:13][O:12][C:11]2[CH:16]=[CH:17][C:8]([O:7][CH:4]([CH3:3])[CH2:5][CH3:6])=[CH:9][CH:10]=2)[CH:22]=[CH:23][CH:24]=1 |f:0.1|. Procedure: To a mixture of sodium hydride (0.12 g) in 5 ml of THF and 4 ml of HMPA, cooled in an ice bath, is added, dropwise, a solution of 2-[4-(1-methylpropoxy)phenoxy]ethanol (1.00 g) in 5 ml of THF. The mixture is stirred at RT for 2 hours, after which 2,6-difluoropyridine (0.65 g) is added and the mixture is stirred at RT overnight. The THF is removed by rotoevaporation and the product is isolated by column chromatography on silica gel to give 6-fluoro-2-{2-[4-(1-methylpropoxy)phenoxy]ethoxy}pyridine...